This data is from the Open Reaction Database (ORD), a public repository of structured organic reaction records. The task is: describe an organic reaction: reactants, conditions, products, and yield The reactants are ClC1=C(C=C(C(=O)O)C=C1O)O (4-Chloro-3,5-dihydroxybenzoic acid), C(C)(C)Br (isopropyl bromide). Reaction conditions: temperature 50 celsius, time 20 hour. Yields the product ClC1=C(C=C(C(=O)OC(C)C)C=C1OC(C)C)OC(C)C (Isopropyl 4-chloro-3,5-diisopropoxybenzoate). RXN SMILES: [Cl:1][C:2]1[C:10]([OH:11])=[CH:9][C:5]([C:6]([OH:8])=[O:7])=[CH:4][C:3]=1[OH:12].[CH:13](Br)([CH3:15])[CH3:14]>>[Cl:1][C:2]1[C:10]([O:11][CH:2]([CH3:10])[CH3:3])=[CH:9][C:5]([C:6]([O:8][CH:13]([CH3:15])[CH3:14])=[O:7])=[CH:4][C:3]=1[O:12][CH:5]([CH3:6])[CH3:4]. Procedure details: Isopropyl 4-chloro-3,5-diisopropoxybenzoate (4) (43 mg, 0.12 mmol) was prepared from 4-chloro-3,5-dihydroxybenzoic acid (3) (72 mg, 0.38 mmol) using a procedure essentially the same as in step (i) for AAA-001 except that isopropyl bromide (8 eq.) was used instead of cyclopentyl bromide and the mixture was stirred at 50° C. for 20 h: 1H NMR (400 MHz, CDCl3) δ: 7.25 (2H, s), 5.23 (1H, sep), 4.63 (2H, sep), 1.38 (18H, m). The reactants are C(C1=CC=CC=C1)OC1=CC=C(C=C1)CC(C(=O)OCC)O (ethyl 3-[4-benzyloxyphenyl)-2-hydroxypropanoate), O (Water), [H-].[Na+] (sodium hydride), C(CCC)Br (n-butyl bromide). Run in CN(C=O)C (dimethyl formamide), CN(C=O)C (dimethyl formamide). Run at time 1 hour. Yields the product C(C1=CC=CC=C1)OC1=CC=C(C=C1)CC(C(=O)OCC)OCCCC (Ethyl 3-[4-benzyloxyphenyl]-2-butoxypropanoate). Yield: 11.8%. Reaction SMILES: [CH2:1]([O:8][C:9]1[CH:14]=[CH:13][C:12]([CH2:15][CH:16]([OH:22])[C:17]([O:19][CH2:20][CH3:21])=[O:18])=[CH:11][CH:10]=1)[C:2]1[CH:7]=[CH:6][CH:5]=[CH:4][CH:3]=1.[H-].[Na+].[CH2:25](Br)[CH2:26][CH2:27][CH3:28].O>CN(C)C=O>[CH2:1]([O:8][C:9]1[CH:14]=[CH:13][C:12]([CH2:15][CH:16]([O:22][CH2:25][CH2:26][CH2:27][CH3:28])[C:17]([O:19][CH2:20][CH3:21])=[O:18])=[CH:11][CH:10]=1)[C:2]1[CH:7]=[CH:6][CH:5]=[CH:4][CH:3]=1 |f:1.2|. Reported procedure: A solution of ethyl 3-[4-benzyloxyphenyl)-2-hydroxypropanoate (5.0 g, 16.6 mmol) (prepared in a similar manner as described in Ref: WO95/18125) in dry dimethyl formamide (5 mL) was added to a suspension of sodium hydride (0.1 g, 41.6 mmol) (60% dispersion in oil) in dry dimethyl formamide (3 mL) at 0° C. and stirring was continued for further 1 h. To the above reaction mixture n-butyl bromide (3.4 g, 24.0 mmol) was added at 0° C. and stirring was continued for 10 h at ca. 25° C. Water (30 mL) wa... Reactants: COC(CCCCCCCN1C(N(C2=C1C=CC=C2)CC2=CC(=CC=C2)C(F)(F)F)=O)=O (8-[2-oxo-3-(3-trifluoromethylbenzyl)-benzimidazolin-1-yl]-caprylic acid methyl ester), [OH-].[Na+] (NaOH). Product: O=C1N(C2=C(N1CCCCCCCC(=O)O)C=CC=C2)CC2=CC(=CC=C2)C(F)(F)F (8-[2-Oxo-3-(3-trifluoromethylbenzyl)-benzimidazolin-1-yl]-caprylic acid). RXN SMILES: C[O:2][C:3](=[O:32])[CH2:4][CH2:5][CH2:6][CH2:7][CH2:8][CH2:9][CH2:10][N:11]1[C:15]2[CH:16]=[CH:17][CH:18]=[CH:19][C:14]=2[N:13]([CH2:20][C:21]2[CH:26]=[CH:25][CH:24]=[C:23]([C:27]([F:30])([F:29])[F:28])[CH:22]=2)[C:12]1=[O:31].[OH-].[Na+]>>[O:31]=[C:12]1[N:11]([CH2:10][CH2:9][CH2:8][CH2:7][CH2:6][CH2:5][CH2:4][C:3]([OH:32])=[O:2])[C:15]2[CH:16]=[CH:17][CH:18]=[CH:19][C:14]=2[N:13]1[CH2:20][C:21]1[CH:26]=[CH:25][CH:24]=[C:23]([C:27]([F:30])([F:28])[F:29])[CH:22]=1 |f:1.2|. Procedure: The product is produced as described in example 22 from 5.7 g. of 8-[2-oxo-3-(3-trifluoromethylbenzyl)-benzimidazolin-1-yl]-caprylic acid methyl ester and 1.5 g. of NaOH. The reactants are Cl.Cl.N[C@H]1CN2CCC1CC2 ((R)-(+)-3-aminoquinuclidine dihydrochloride), C(C)(=O)[O-].[NH4+] (ammonium acetate), BrC1=CC=C(S1)C(C(O)O)=O (1-(5-bromo-thiophen-2-yl)-2,2-dihydroxyethanone), C=O (formaldehyde), [OH-].[Na+] (NaOH), 5- and 4-bromothienyl-imidazolyl. The solvent is CC(=O)O.O (AcOH water), O (water). Product: BrC1=CC=C(S1)C=1N=CN(C1)[C@H]1CN2CCC1CC2 ((R)-3-[4-(5-bromo-thiophen-2-yl)-imidazol-1-yl]-1-azabicyclo[2.2.2]octane). RXN SMILES: Cl.Cl.[NH2:3][C@@H:4]1[CH:9]2[CH2:10][CH2:11][N:6]([CH2:7][CH2:8]2)[CH2:5]1.C([O-])(=O)C.[NH4+:16].[Br:17][C:18]1[S:22][C:21]([C:23](=O)[CH:24](O)O)=[CH:20][CH:19]=1.[CH2:28]=O.[OH-].[Na+]>O.CC(O)=O.O>[Br:17][C:18]1[S:22][C:21]([C:23]2[N:16]=[CH:28][N:3]([C@@H:4]3[CH:9]4[CH2:10][CH2:11][N:6]([CH2:7][CH2:8]4)[CH2:5]3)[CH:24]=2)=[CH:20][CH:19]=1 |f:0.1.2,3.4,7.8,10.11|. Reported procedure: Five individual round-bottomed thick-walled glass vials were charged with stir bars, (R)-(+)-3-aminoquinuclidine dihydrochloride (440 mg, 2.21 mmol), ammonium acetate (195 mg, 2.53 mmol), 1-(5-bromo-thiophen-2-yl)-2,2-dihydroxyethanone (500 mg, 2.21 mmol), formaldehyde (37%, aqueous—210 μL, 2.53 mmol) and glacial AcOH/water (1:1, 3.5 mL). All vials were crimp sealed and subjected to microwave radiation for 20 minutes at 120° C. The resultant mixtures were combined, diluted with water, basified t...